From a dataset of the Open Reaction Database (ORD), a public repository of structured organic reaction records. describe an organic reaction: reactants, conditions, products, and yield Starting materials: ClC1=CC=C(C=C1)C(C#N)CCCN1CC(OC(C1)C)C (2-(4-chlorophenyl)-5-(2,6-dimethyl-4-morpholinyl)valeronitrile), ClCN1N=CN=C1 (1-(chloromethyl)-1,2,4-triazole), [H-].[Na+] (sodium hydride). As a reaction SMILES: [Cl:1][C:2]1[CH:7]=[CH:6][C:5]([CH:8]([CH2:11][CH2:12][CH2:13][N:14]2[CH2:19][CH:18]([CH3:20])[O:17][CH:16]([CH3:21])[CH2:15]2)[C:9]#[N:10])=[CH:4][CH:3]=1.Cl[CH2:23][N:24]1[CH:28]=[N:27][CH:26]=[N:25]1.[H-].[Na+]>CN(C=O)C>[Cl:1][C:2]1[CH:7]=[CH:6][C:5]([C:8]([C:9]#[N:10])([CH2:11][CH2:12][CH2:13][N:14]2[CH2:15][CH:16]([CH3:21])[O:17][CH:18]([CH3:20])[CH2:19]2)[CH2:23][N:24]2[CH:28]=[N:27][CH:26]=[N:25]2)=[CH:4][CH:3]=1 |f:2.3|. Yields the product ClC1=CC=C(C=C1)C(CN1N=CN=C1)(CCCN1CC(OC(C1)C)C)C#N (1-[2-(4-Chlorophenyl)-2-cyano-5-(2,6-dimethyl-4-morpholinyl)pentyl]-1,2,4-triazole). Reported procedure: This compound (1.2 g.) was prepared using the procedure described in Example 2b except using 1.0 g. (3.3 mmoles) of 2-(4-chlorophenyl)-5-(2,6-dimethyl-4-morpholinyl)valeronitrile, 0.38 g. (3.3 mmoles) of 1-(chloromethyl)-1,2,4-triazole, and 0.16 g. (3.6 mmoles) of sodium hydride in 35 ml. of DMF and was isolated as a yellow oil. Run in CN(C)C=O (DMF).